Dataset: the Open Reaction Database (ORD), a public repository of structured organic reaction records. Task: describe an organic reaction: reactants, conditions, products, and yield Starting materials: COC=1C=C(CC2NCCC3=CC(=C(C=C23)OC)OC)C=CC1OC (1-(3,4-Dimethoxy-benzyl)-6,7-dimethoxy-1,2,3,4-tetrahydroisoquinoline), BrCC(=O)Br (2-bromoacetyl bromide), CC(CC)N (2-butylamine). The product is COC=1C=C(CC2N(CCC3=CC(=C(C=C23)OC)OC)CC(=O)NC(C)CC)C=CC1OC (2-[1-(3,4-Dimethoxy-benzyl)-6,7-dimethoxy-3,4-dihydro-1H-isoquinolin-2-yl]-N-but-2-yl-acetamide). As a reaction SMILES: [CH3:1][O:2][C:3]1[CH:4]=[C:5]([CH:21]=[CH:22][C:23]=1[O:24][CH3:25])[CH2:6][CH:7]1[C:16]2[C:11](=[CH:12][C:13]([O:19][CH3:20])=[C:14]([O:17][CH3:18])[CH:15]=2)[CH2:10][CH2:9][NH:8]1.Br[CH2:27][C:28](Br)=[O:29].[CH3:31][CH:32]([NH2:35])[CH2:33][CH3:34]>>[CH3:1][O:2][C:3]1[CH:4]=[C:5]([CH:21]=[CH:22][C:23]=1[O:24][CH3:25])[CH2:6][CH:7]1[C:16]2[C:11](=[CH:12][C:13]([O:19][CH3:20])=[C:14]([O:17][CH3:18])[CH:15]=2)[CH2:10][CH2:9][N:8]1[CH2:27][C:28]([NH:35][CH:32]([CH2:33][CH3:34])[CH3:31])=[O:29]. Reported procedure: prepared by reaction of 1-(3,4-Dimethoxy-benzyl)-6,7-dimethoxy-1,2,3,4-tetrahydroisoquinoline and 2-bromoacetyl bromide with 2-butylamine